From a dataset of the Open Reaction Database (ORD), a public repository of structured organic reaction records. describe an organic reaction: reactants, conditions, products, and yield Reactants: C(C1=CC=CC=C1)C1=CN=C2C(=C(C(N(C2=C1)CC=1SC=CN1)=O)C(=O)OCC)O (ethyl 7-benzyl-4-hydroxy-2-oxo-1-(1,3-thiazol-2-ylmethyl)-1,2-dihydro-1,5-naphthyridine-3-carboxylate), C1(CCC1)N (cyclobutylamine). The product is C(C1=CC=CC=C1)C1=CN=C2C(=C(C(N(C2=C1)CC=1SC=CN1)=O)C(=O)NC1CCC1)O (7-Benzyl-N-cyclobutyl-4-hydroxy-2-oxo-1-(1,3-thiazol-2-ylmethyl)-1,2-dihydro-1,5-naphthyridine-3-carboxamide). As a reaction SMILES: [CH2:1]([C:8]1[CH:17]=[C:16]2[C:11]([C:12]([OH:30])=[C:13]([C:25]([O:27]CC)=O)[C:14](=[O:24])[N:15]2[CH2:18][C:19]2[S:20][CH:21]=[CH:22][N:23]=2)=[N:10][CH:9]=1)[C:2]1[CH:7]=[CH:6][CH:5]=[CH:4][CH:3]=1.[CH:31]1([NH2:35])[CH2:34][CH2:33][CH2:32]1>>[CH2:1]([C:8]1[CH:17]=[C:16]2[C:11]([C:12]([OH:30])=[C:13]([C:25]([NH:35][CH:31]3[CH2:34][CH2:33][CH2:32]3)=[O:27])[C:14](=[O:24])[N:15]2[CH2:18][C:19]2[S:20][CH:21]=[CH:22][N:23]=2)=[N:10][CH:9]=1)[C:2]1[CH:3]=[CH:4][CH:5]=[CH:6][CH:7]=1. Procedure: This compound was prepared from ethyl 7-benzyl-4-hydroxy-2-oxo-1-(1,3-thiazol-2-ylmethyl)-1,2-dihydro-1,5-naphthyridine-3-carboxylate and cyclobutylamine employing methods similar to those described in Example 5 and was obtained as a white solid: 1H NMR (d6-DMSO) δ 10.27 (1H, d, J=7), 8.56 (1H, s), 8.13 (1H, s), 7.70 (1H, d, J=3.2 Hz), 7.67 (1H, d, J=3.2 Hz), 7.28-7.16 (5H, m), 5.78 (2H, s), 4.41 (1H, m), 4.09 (2H, s), 2.29 (2H, m), 2.05 (2H, m), 1.71 (2H, m); HRMS calcd for C24H22N4O3S+H+: 447.... Starting materials: N1=CC(=CC=C1)C=O (3-pyridinecarboxaldehyde), ClC1=CC=C(C=C1)S(=O)(=O)N (4-chlorobenzenesulfonamide), CC=1C=CC(=CC1)S(=O)(=O)O (TsOH). Solvent: C1(=CC=CC=C1)C (toluene). Product: N1=CC(=CC=C1)C=NS(=O)(=O)C1=CC=C(C=C1)Cl (N-(3-Pyridinylmethylene)-4-chlorobenzenesulfonamide). Yield: 65.0%. Reaction SMILES: [N:1]1[CH:6]=[CH:5][CH:4]=[C:3]([CH:7]=O)[CH:2]=1.[Cl:9][C:10]1[CH:15]=[CH:14][C:13]([S:16]([NH2:19])(=[O:18])=[O:17])=[CH:12][CH:11]=1.CC1C=CC(S(O)(=O)=O)=CC=1>C1(C)C=CC=CC=1>[N:1]1[CH:6]=[CH:5][CH:4]=[C:3]([CH:7]=[N:19][S:16]([C:13]2[CH:12]=[CH:11][C:10]([Cl:9])=[CH:15][CH:14]=2)(=[O:18])=[O:17])[CH:2]=1. Procedure details: In a similar procedure to Example 2, 18.5 mmol of 3-pyridinecarboxaldehyde, 18.5 mmol of 4-chlorobenzenesulfonamide and 20 mg of TsOH in 100 mL of toluene reacted under reflux conditions to afford SULF-12 in 65% yield and high purity: 1H NMR (DSMO-d6, TMS ext std) δ9.3 (s,1), 9.2 (d, 1), 8.9 (m, 1), 8.4 (m, 1), 8.0-7.8 (AB. 4). The reactants are C(CCC)[Li] (n-butyllithium), hexanes, FC1=NC=C(C=C1)C (2-fluoro-5-methylpyridine), II (iodine). The solvent is C1CCOC1 (THF), C1CCOC1 (THF), C1CCOC1 (THF). Run at time 15 minute. Product: FC1=NC=C(C=C1I)C (2-fluoro-3-iodo-5-methylpyridine). The yield is 61.1%. As a reaction SMILES: C([Li])CCC.[F:6][C:7]1[CH:12]=[CH:11][C:10]([CH3:13])=[CH:9][N:8]=1.[I:14]I>C1COCC1>[F:6][C:7]1[C:12]([I:14])=[CH:11][C:10]([CH3:13])=[CH:9][N:8]=1. Reported procedure: A solution of dilsopropylamine (7.0 mL, 50.0 mmol) in THF (100 mL) at −78° C. was treated with 2.5M n-butyllithium in hexanes (20 mL, 50.0 mmol), stirred for 15 minutes, treated dropwise with a solution of 2-fluoro-5-methylpyridine (5.55 g, 50.0 mmol) in THF (20.0 mL), stirred for 4 hours, treated slowly with a solution of iodine (12.7 g. 50.0 mmol) in THF (50 mL), quenched with water, and extracted with diethyl ether. The combined extracts were washed sequentially with Na2S2O3, water, and brine... Starting materials: [BH4-], CC(C)O, CC(C)(CCl)C(=O)C(=Cc1ccc(Cl)cc1)n1cncn1, [Na+]. Product: CC(C)(CCl)C(O)C(=Cc1ccc(Cl)cc1)n1cncn1. Reaction SMILES: [BH4-:22].[CH:24]([OH:25])([CH3:26])[CH3:27].[Cl:1][CH2:2][C:3]([C:4]([C:5](=[CH:6][c:7]1[cH:8][cH:9][c:10]([Cl:13])[cH:11][cH:12]1)[n:14]1[n:15][cH:16][n:17][cH:18]1)=[O:19])([CH3:20])[CH3:21].[Na+:23]>>[Cl:1][CH2:2][C:3]([CH:4]([C:5](=[CH:6][c:7]1[cH:8][cH:9][c:10]([Cl:13])[cH:11][cH:12]1)[n:14]1[n:15][cH:16][n:17][cH:18]1)[OH:19])([CH3:20])[CH3:21].